Dataset: the Open Reaction Database (ORD), a public repository of structured organic reaction records. Task: describe an organic reaction: reactants, conditions, products, and yield Starting materials: C=C[Sn](CCCC)(CCCC)CCCC, Cc1ccccc1, Fc1cncc(Br)c1, c1ccc(P(c2ccccc2)(c2ccccc2)[Pd](P(c2ccccc2)(c2ccccc2)c2ccccc2)(P(c2ccccc2)(c2ccccc2)c2ccccc2)P(c2ccccc2)(c2ccccc2)c2ccccc2)cc1. The product is C=Cc1cncc(F)c1. As a reaction SMILES: [CH2:9]([CH2:10][CH2:22][CH3:23])[Sn:11]([CH2:12][CH2:13][CH2:14][CH3:15])([CH2:16][CH2:17][CH2:18][CH3:19])[CH:20]=[CH2:21].[CH3:24][c:25]1[cH:26][cH:27][cH:28][cH:29][cH:30]1.[F:1][c:2]1[cH:3][n:4][cH:5][c:6]([Br:8])[cH:7]1.[cH:31]1[cH:32][cH:33][c:34]([P:35]([Pd:36]([P:37]([c:38]2[cH:39][cH:40][cH:41][cH:42][cH:43]2)([c:44]2[cH:45][cH:46][cH:47][cH:48][cH:49]2)[c:50]2[cH:51][cH:52][cH:53][cH:54][cH:55]2)([P:56]([c:57]2[cH:58][cH:59][cH:60][cH:61][cH:62]2)([c:63]2[cH:64][cH:65][cH:66][cH:67][cH:68]2)[c:69]2[cH:70][cH:71][cH:72][cH:73][cH:74]2)[P:75]([c:76]2[cH:77][cH:78][cH:79][cH:80][cH:81]2)([c:82]2[cH:83][cH:84][cH:85][cH:86][cH:87]2)[c:88]2[cH:89][cH:90][cH:91][cH:92][cH:93]2)([c:94]2[cH:95][cH:96][cH:97][cH:98][cH:99]2)[c:100]2[cH:101][cH:102][cH:103][cH:104][cH:105]2)[cH:106][cH:107]1>>[F:1][c:2]1[cH:3][n:4][cH:5][c:6]([CH:9]=[CH2:10])[cH:7]1. Starting materials: ClC=1C=C(C=C(C1C[C@H]1C(N(CC1)[C@@H]1CC[C@H](CC1)O[Si](C(C)C)(C(C)C)C(C)C)=O)Cl)OS(=O)(=O)C(F)(F)F (Trifluoro-methanesulfonic acid 3,5-dichloro-4-[(R)-2-oxo-trans-1-(4-triisopropylsilanyloxy-cyclohexyl)-pyrrolidin-3-ylmethyl]-phenyl ester), COC(=O)C1=CC=C(C=C1)B(O)O ((4-methoxycarbonylphenyl)boronic acid), solution, C(=O)([O-])[O-].[K+].[K+] (K2CO3). The reagents and catalysts are C=1C=CC(=CC1)[P](C=2C=CC=CC2)(C=3C=CC=CC3)[Pd]([P](C=4C=CC=CC4)(C=5C=CC=CC5)C=6C=CC=CC6)([P](C=7C=CC=CC7)(C=8C=CC=CC8)C=9C=CC=CC9)[P](C=1C=CC=CC1)(C=1C=CC=CC1)C=1C=CC=CC1 (tetrakis(triphenylphosphine)palladium(0)). Run in COCCOC (DME). Reaction conditions: temperature 80 celsius, time 12 hour. The product is COC(=O)C1=CC=C(C=C1)C1=CC(=C(C(=C1)Cl)C[C@H]1C(N(CC1)[C@@H]1CC[C@H](CC1)O[Si](C(C)C)(C(C)C)C(C)C)=O)Cl (3′,5′-Dichloro-4′-[(R)-2-oxo-trans-1-(4-triisopropylsilanyloxy-cyclohexyl)-pyrrolidin-3-ylmethyl]-biphenyl-4-carboxylic acid methyl ester). Isolated yield 79.0%. RXN SMILES: [Cl:1][C:2]1[CH:3]=[C:4](OS(C(F)(F)F)(=O)=O)[CH:5]=[C:6]([Cl:32])[C:7]=1[CH2:8][C@@H:9]1[CH2:13][CH2:12][N:11]([C@H:14]2[CH2:19][CH2:18][C@H:17]([O:20][Si:21]([CH:28]([CH3:30])[CH3:29])([CH:25]([CH3:27])[CH3:26])[CH:22]([CH3:24])[CH3:23])[CH2:16][CH2:15]2)[C:10]1=[O:31].[CH3:41][O:42][C:43]([C:45]1[CH:50]=[CH:49][C:48](B(O)O)=[CH:47][CH:46]=1)=[O:44].C([O-])([O-])=O.[K+].[K+]>COCCOC.C1C=CC([P]([Pd]([P](C2C=CC=CC=2)(C2C=CC=CC=2)C2C=CC=CC=2)([P](C2C=CC=CC=2)(C2C=CC=CC=2)C2C=CC=CC=2)[P](C2C=CC=CC=2)(C2C=CC=CC=2)C2C=CC=CC=2)(C2C=CC=CC=2)C2C=CC=CC=2)=CC=1>[CH3:41][O:42][C:43]([C:45]1[CH:50]=[CH:49][C:48]([C:4]2[CH:5]=[C:6]([Cl:32])[C:7]([CH2:8][C@@H:9]3[CH2:13][CH2:12][N:11]([C@H:14]4[CH2:15][CH2:16][C@H:17]([O:20][Si:21]([CH:22]([CH3:23])[CH3:24])([CH:25]([CH3:26])[CH3:27])[CH:28]([CH3:29])[CH3:30])[CH2:18][CH2:19]4)[C:10]3=[O:31])=[C:2]([Cl:1])[CH:3]=2)=[CH:47][CH:46]=1)=[O:44] |f:2.3.4,^1:69,71,90,109|. Procedure details: Mix Trifluoro-methanesulfonic acid 3,5-dichloro-4-[(R)-2-oxo-trans-1-(4-triisopropylsilanyloxy-cyclohexyl)-pyrrolidin-3-ylmethyl]-phenyl ester (Preparation 19) (1.70 g, 2.64 mmol), (4-methoxycarbonylphenyl)boronic acid (0.576 g, 3.17 mmol), tetrakis(triphenylphosphine)palladium(0) (0.305 g, 0.26 mmol) and 1.32 ml of 2M solution of K2CO3 in DME (10 mL). Stir for 12 hours at 80° C. Quench the reaction with water and extract with ethyl acetate. Wash the extract with brine and dry over magnesium sul... Starting materials: ClCN(C(=O)Cl)C1=CC=C(C=C1)C (N-chloromethyl-N-(4-methylphenyl)carbamoyl chloride), FC(C1=CC=C(CNC(=S)NCC(F)(F)F)C=C1)(F)F (1-(4-trifluoromethylbenzyl)-3-(2,2,2-trifluoroethyl)thiourea). Solvent: C1=CC=CC=C1 (benzene), C1=CC=CC=C1 (benzene). Yields the product FC(CN=C1SCN(C(N1CC1=CC=C(C=C1)C(F)(F)F)=O)C1=CC=C(C=C1)C)(F)F (2-(2,2,2-trifluoroethylimino)-3-(4-trifluoromethylbenzyl)-5-(4-methylphenyl)-tetrahydro-1,3,5-thiadiazin-4-one). Isolated yield 60.0%. RXN SMILES: Cl[CH2:2][N:3]([C:7]1[CH:12]=[CH:11][C:10]([CH3:13])=[CH:9][CH:8]=1)[C:4](Cl)=[O:5].[F:14][C:15]([F:33])([F:32])[C:16]1[CH:31]=[CH:30][C:19]([CH2:20][NH:21][C:22]([NH:24][CH2:25][C:26]([F:29])([F:28])[F:27])=[S:23])=[CH:18][CH:17]=1>C1C=CC=CC=1>[F:27][C:26]([F:28])([F:29])[CH2:25][N:24]=[C:22]1[N:21]([CH2:20][C:19]2[CH:30]=[CH:31][C:16]([C:15]([F:33])([F:14])[F:32])=[CH:17][CH:18]=2)[C:4](=[O:5])[N:3]([C:7]2[CH:12]=[CH:11][C:10]([CH3:13])=[CH:9][CH:8]=2)[CH2:2][S:23]1. Reported procedure: 1.00 g of N-chloromethyl-N-(4-methylphenyl)carbamoyl chloride and 1.45 g of 1-(4-trifluoromethylbenzyl)-3-(2,2,2-trifluoroethyl)thiourea were dissolved in 30 ml of benzene, and the solution was heated under reflux for 4 hours. After the reaction, benzene was evaporated under reduced pressure. The resulting oily product was purified by column chromatography [silica gel; eluent: hexane/ethyl acetate (10/1)] to give 1.27 g of the captioned compound. Reactants: NS(=O)(=O)c1c(Cl)cccc1Cl, O, O=[N+]([O-])O, O=S(=O)(O)O. Yields the product NS(=O)(=O)c1c(Cl)ccc([N+](=O)[O-])c1Cl. RXN SMILES: [Cl:1][c:2]1[c:3]([S:9](=[O:10])(=[O:11])[NH2:12])[c:4]([Cl:8])[cH:5][cH:6][cH:7]1.[OH2:17].[OH:13][N+:14]([O-:15])=[O:16].[S:18](=[O:19])(=[O:20])([OH:21])[OH:22]>>[Cl:1][c:2]1[c:3]([S:9](=[O:10])(=[O:11])[NH2:12])[c:4]([Cl:8])[cH:5][cH:6][c:7]1[N+:14](=[O:13])[O-:15]. Starting materials: O(CCOCCOC=1C(=CC(=C(C#N)C1)[N+](=O)[O-])OCCOC)CCOCCOC=1C(=CC(=C(C#N)C1)[N+](=O)[O-])OCCOC (5,5′-((((oxybis(ethane-2,1-diyl))bis(oxy))bis(ethane-2,1-diyl))bis(oxy))bis(4-(2-methoxyethoxy)-2-nitrobenzonitrile)). Reagents/catalysts: [Fe] (iron). Run in CC(=O)O (AcOH), CC(C)O (i-PrOH). The product is O(CCOCCOC=1C(=CC(=C(C#N)C1)N)OCCOC)CCOCCOC=1C(=CC(=C(C#N)C1)N)OCCOC (5,5′-((((oxybis(ethane-2,1-diyl))bis(oxy))bis(ethane-2,1-diyl))bis(oxy))bis(2-amino-4-(2-methoxyethoxy)benzonitrile)). The yield is 82.8%. As a reaction SMILES: [O:1]([CH2:24][CH2:25][O:26][CH2:27][CH2:28][O:29][C:30]1[C:31]([O:41][CH2:42][CH2:43][O:44][CH3:45])=[CH:32][C:33]([N+:38]([O-])=O)=[C:34]([CH:37]=1)[C:35]#[N:36])[CH2:2][CH2:3][O:4][CH2:5][CH2:6][O:7][C:8]1[C:9]([O:19][CH2:20][CH2:21][O:22][CH3:23])=[CH:10][C:11]([N+:16]([O-])=O)=[C:12]([CH:15]=1)[C:13]#[N:14]>CC(O)=O.CC(O)C.[Fe]>[O:1]([CH2:2][CH2:3][O:4][CH2:5][CH2:6][O:7][C:8]1[C:9]([O:19][CH2:20][CH2:21][O:22][CH3:23])=[CH:10][C:11]([NH2:16])=[C:12]([CH:15]=1)[C:13]#[N:14])[CH2:24][CH2:25][O:26][CH2:27][CH2:28][O:29][C:30]1[C:31]([O:41][CH2:42][CH2:43][O:44][CH3:45])=[CH:32][C:33]([NH2:38])=[C:34]([CH:37]=1)[C:35]#[N:36]. Procedure: To a solution of 5,5′-((((oxybis(ethane-2,1-diyl))bis(oxy))bis(ethane-2,1-diyl))bis(oxy))bis(4-(2-methoxyethoxy)-2-nitrobenzonitrile) (0.2 g) in AcOH (10 mL) and i-PrOH (10 mL) was added iron powder (0.5 g). The resulting mixture was heated to reflux for 1 h. After reaction finished, the mixture was cooled to room temperature, filtered, the precipitate washed with EA (10 mL). The combined washings and filtrate were concentrated under reduced pressure and purification by silica chromatography to ... Reactants: ClC1=C(CN(CCCO)CC(C2=CC=CC=C2)C2=CC=CC=C2)C=CC=C1C(F)(F)F (3-[(2-chloro-3-trifluoromethyl-benzyl)-(2,2-diphenyl-ethyl)-amino]-propan-1-ol), N1(CCOCC1)C=1C=C(C=CC1)O (3-morpholin-4-yl-phenol), CC(C)OC(=O)/N=N/C(=O)OC(C)C (diisopropylazodicarboxylate), C1(=CC=CC=C1)P(C1=CC=CC=C1)C1=CC=CC=C1 (triphenylphosphine). Run in C1(=CC=CC=C1)C (toluene). Run at temperature 0 celsius, time 15 minute. Product: Cl.ClC1=C(CN(CCCOC2=CC(=CC=C2)N2CCOCC2)CC(C2=CC=CC=C2)C2=CC=CC=C2)C=CC=C1C(F)(F)F ((2-Chloro-3-trifluoromethyl-benzyl)-(2,2-diphenyl-ethyl)-[3-(3-morpholin-4-yl-phenoxy)-propyl]-amine hydrochloride salt). Reaction SMILES: [Cl:1][C:2]1[C:27]([C:28]([F:31])([F:30])[F:29])=[CH:26][CH:25]=[CH:24][C:3]=1[CH2:4][N:5]([CH2:10][CH:11]([C:18]1[CH:23]=[CH:22][CH:21]=[CH:20][CH:19]=1)[C:12]1[CH:17]=[CH:16][CH:15]=[CH:14][CH:13]=1)[CH2:6][CH2:7][CH2:8][OH:9].[N:32]1([C:38]2[CH:39]=[C:40](O)[CH:41]=[CH:42][CH:43]=2)[CH2:37][CH2:36][O:35][CH2:34][CH2:33]1.C1(P(C2C=CC=CC=2)C2C=CC=CC=2)C=CC=CC=1.CC(OC(/N=N/C(OC(C)C)=O)=O)C>C1(C)C=CC=CC=1>[ClH:1].[Cl:1][C:2]1[C:27]([C:28]([F:29])([F:30])[F:31])=[CH:26][CH:25]=[CH:24][C:3]=1[CH2:4][N:5]([CH2:10][CH:11]([C:12]1[CH:17]=[CH:16][CH:15]=[CH:14][CH:13]=1)[C:18]1[CH:19]=[CH:20][CH:21]=[CH:22][CH:23]=1)[CH2:6][CH2:7][CH2:8][O:9][C:42]1[CH:41]=[CH:40][CH:39]=[C:38]([N:32]2[CH2:33][CH2:34][O:35][CH2:36][CH2:37]2)[CH:43]=1 |f:5.6|. Procedure details: A stirring solution of 3-[(2-chloro-3-trifluoromethyl-benzyl)-(2,2-diphenyl-ethyl)-amino]-propan-1-ol (282 mg, 0.38 mmol) in toluene (25 mL) was treated with 3-morpholin-4-yl-phenol (75 mg, 0.42 mmol). Polymer bound triphenylphosphine (224 mg, 0.67 mmol, 3 mmol/g, Fluka Chemie) was then added, and the mixture was stirred for 15 minutes. The reaction mixture was then cooled to 0° C. and diisopropylazodicarboxylate (127 mg, 0.63 mmol) was added in a dropwise fashion. After stirring at room tempera... The reactants are CC(=O)O, CNc1noc(C(C)c2cccc(C3(c4ccccc4)OCCO3)c2)n1, O. Yields the product CNc1noc(C(C)c2cccc(C(=O)c3ccccc3)c2)n1. RXN SMILES: [CH3:1][C:2](=[O:3])[OH:4].[CH3:5][NH:6][c:7]1[n:8][o:9][c:10]([CH:12]([CH3:13])[c:14]2[cH:15][c:16]([C:20]3([c:25]4[cH:26][cH:27][cH:28][cH:29][cH:30]4)[O:21][CH2:24][CH2:23][O:22]3)[cH:17][cH:18][cH:19]2)[n:11]1.[OH2:31]>>[CH3:5][NH:6][c:7]1[n:8][o:9][c:10]([CH:12]([CH3:13])[c:14]2[cH:15][c:16]([C:20](=[O:21])[c:25]3[cH:26][cH:27][cH:28][cH:29][cH:30]3)[cH:17][cH:18][cH:19]2)[n:11]1. Reactants: C(C1=CC=CC=C1)(=O)Cl (benzoyl chloride), CC=1NC=CN1 (2-methylimidazole). The product is C(C1=CC=CC=C1)(=O)C=1NC=CN1 (Benzoyl imidazole). Yield: 60.0%. Reaction SMILES: [C:1](Cl)(=[O:8])[C:2]1[CH:7]=[CH:6][CH:5]=[CH:4][CH:3]=1.C[C:11]1[NH:12][CH:13]=[CH:14][N:15]=1>>[C:1]([C:11]1[NH:12][CH:13]=[CH:14][N:15]=1)(=[O:8])[C:2]1[CH:7]=[CH:6][CH:5]=[CH:4][CH:3]=1. Procedure details: Benzoyl imidazole was prepared by the above procedure using benzoyl chloride (28.1 grams, 200 mmole) and 2-methylimidazole (16.4 grams, 210 mmole), in an amount of 22.4 grams (60% yield). Reactants: BrC12CC3CC(CC(C1)C3)C2 (1-bromo-adamantane). Reagents/catalysts: [Fe](Cl)(Cl)Cl (iron(III) chloride). Solvent: C1=CC=CC=C1 (benzene), C1=CC=CC=C1 (benzene). Conditions: time 3 hour. Yields the product C1(=CC=CC=C1)C12CC3CC(CC(C1)C3)C2 (1-Phenyl Adamantane). Yield: 80.0%. RXN SMILES: Br[C:2]12[CH2:11][CH:6]3[CH2:7][CH:8]([CH2:10][CH:4]([CH2:5]3)[CH2:3]1)[CH2:9]2>C1C=CC=CC=1.[Fe](Cl)(Cl)Cl>[C:2]1([C:2]23[CH2:11][CH:6]4[CH2:7][CH:8]([CH2:10][CH:4]([CH2:5]4)[CH2:3]2)[CH2:9]3)[CH:11]=[CH:6][CH:5]=[CH:4][CH:3]=1. Reported procedure: Heat 0.068 mol of iron(III) chloride to boiling in 20 ml of absolute benzene. Drop 0.0186 mol of 1-bromo-adamantane, dissolved in 30 ml of absolute benzene, to the solution. Then heat to boiling for 3 hrs. After cooling, pour the reaction mixture onto ice/hydrochloric acid, separate the organic phase, and extract the aqueous phase with two portions of benzene. Wash the combined organic phases with water, dry with calcium chloride, filter and evaporate to dryness under vacuum. Recrystallize the r...